This data is from the Open Reaction Database (ORD), a public repository of structured organic reaction records. The task is: describe an organic reaction: reactants, conditions, products, and yield Reactants: CC(C)(C)OC(=O)N1CCC(O)CC1, COC(=O)c1cc([N+](=O)[O-])cc(C)c1O, ClCCl, CCOC(=O)N=NC(=O)OCC, c1ccc(P(c2ccccc2)c2ccccc2)cc1. Product: COC(=O)c1cc([N+](=O)[O-])cc(C)c1OC1CCN(C(=O)OC(C)(C)C)CC1. As a reaction SMILES: [C:1]([CH3:2])([CH3:3])([CH3:4])[O:5][C:6](=[O:7])[N:8]1[CH2:9][CH2:10][CH:11]([OH:14])[CH2:12][CH2:13]1.[CH3:15][c:16]1[c:17]([OH:29])[c:18]([C:19](=[O:20])[O:21][CH3:22])[cH:23][c:24]([N+:26](=[O:27])[O-:28])[cH:25]1.[Cl:61][CH2:62][Cl:63].[O:49]=[C:50]([O:51][CH2:52][CH3:53])[N:54]=[N:55][C:56]([O:57][CH2:58][CH3:59])=[O:60].[c:30]1([P:31]([c:32]2[cH:33][cH:34][cH:35][cH:36][cH:37]2)[c:38]2[cH:39][cH:40][cH:41][cH:42][cH:43]2)[cH:44][cH:45][cH:46][cH:47][cH:48]1>>[C:1]([CH3:2])([CH3:3])([CH3:4])[O:5][C:6](=[O:7])[N:8]1[CH2:9][CH2:10][CH:11]([O:14][c:17]2[c:16]([CH3:15])[cH:25][c:24]([N+:26](=[O:27])[O-:28])[cH:23][c:18]2[C:19](=[O:20])[O:21][CH3:22])[CH2:12][CH2:13]1.